From a dataset of the Open Reaction Database (ORD), a public repository of structured organic reaction records. describe an organic reaction: reactants, conditions, products, and yield Reactants: ClC1=C/C(/NC2=CC=CC=C12)=C/1\C(=NNC1=O)CCC ((Z)-4-(4-chloroquinolin-2(1H)-ylidene)-3-propyl-1H-pyrazol-5(4H)-one), CS(=O)(=O)NC=1C=C(C=CC1)B(O)O (3-(methylsulfonamido)phenylboronic acid). The product is O=C1\C(\C(=NN1)CCC)=C\1/NC2=CC=CC=C2C(=C1)C=1C=C(C=CC1)NS(=O)(=O)C ((Z)—N-(3-(2-(5-oxo-3-propyl-1H-pyrazol-4(5H)-ylidene)-1,2-dihydroquinolin-4-yl)phenyl)methanesulfonamide). RXN SMILES: Cl[C:2]1[C:11]2[C:6](=[CH:7][CH:8]=[CH:9][CH:10]=2)[NH:5]/[C:4](=[C:12]2/[C:13]([CH2:18][CH2:19][CH3:20])=[N:14][NH:15][C:16]/2=[O:17])/[CH:3]=1.[CH3:21][S:22]([NH:25][C:26]1[CH:27]=[C:28](B(O)O)[CH:29]=[CH:30][CH:31]=1)(=[O:24])=[O:23]>>[O:17]=[C:16]1[NH:15][N:14]=[C:13]([CH2:18][CH2:19][CH3:20])/[C:12]/1=[C:4]1/[NH:5][C:6]2[C:11]([C:2]([C:30]3[CH:31]=[C:26]([NH:25][S:22]([CH3:21])(=[O:23])=[O:24])[CH:27]=[CH:28][CH:29]=3)=[CH:3]/1)=[CH:10][CH:9]=[CH:8][CH:7]=2. Procedure: The tile compound was synthesized from (Z)-4-(4-chloroquinolin-2(1H)-ylidene)-3-propyl-1H-pyrazol-5(4H)-one and 3-(methylsulfonamido)phenylboronic acid using Suzuki coupling conditions. The final compound was purified by LC-MS. 1H NMR (400 MHz, DMSO-d6) δ ppm 0.95 (t, J=7.33 Hz, 3H) 1.71 (td, J=14.53, 6.82 Hz, 2H) 2.94 (t, J=7.33 Hz, 2H) 3.09 (s, 3H) 7.33 (d, J=7.83 Hz, 1H) 7.41 (d, J=1.77 Hz, 2H) 7.50-7.61 (m, 2H) 7.69 (s, 1H) 7.77-7.83 (m, 2H) 7.99 (d, J=8.34 Hz, 1H) 10.04 (s, 1H); ESI-MS: m/z...